From a dataset of the Open Reaction Database (ORD), a public repository of structured organic reaction records. describe an organic reaction: reactants, conditions, products, and yield Reactants: CN(C(=O)OC(C)(C)C)[C@H]1C[C@@H]([C@H](C1)C1=CC=CC=C1)CN1CCC(CC1)N(CC=C)C(=O)OCC1=CC=C(C=C1)[N+](=O)[O-] (1-(R)-(N-(methyl)-N-(t-butoxycarbonyl)amino)-3-(S)-((4-(N-(4-nitrobenzyloxycarbonyl)-N-(allyl)amino)piperidin-1-yl)methyl)-4-(S)-phenylcyclopentane), C1(CCCCC1)C(=O)Cl (cyclohexanoyl chloride). Product: CN(C(=O)C1CCCCC1)[C@H]1C[C@@H]([C@H](C1)C1=CC=CC=C1)CN1CCC(CC1)N(CC=C)C(=O)OCC1=CC=C(C=C1)[N+](=O)[O-] (1-(R)-(N-(Methyl)-N-(cyclohexylcarbonyl)amino)-3-(S)-((4-(N-(4-nitrobenzyloxycarbonyl)-N-(allyl)amino)piperidin-1-yl)methyl)-4-(S)-phenylcyclopentane). RXN SMILES: [CH3:1][N:2]([C@@H:10]1[CH2:14][C@H:13]([C:15]2[CH:20]=[CH:19][CH:18]=[CH:17][CH:16]=2)[C@@H:12]([CH2:21][N:22]2[CH2:27][CH2:26][CH:25]([N:28]([C:32]([O:34][CH2:35][C:36]3[CH:41]=[CH:40][C:39]([N+:42]([O-:44])=[O:43])=[CH:38][CH:37]=3)=[O:33])[CH2:29][CH:30]=[CH2:31])[CH2:24][CH2:23]2)[CH2:11]1)C(OC(C)(C)C)=O.[CH:45]1([C:51](Cl)=[O:52])[CH2:50][CH2:49][CH2:48][CH2:47][CH2:46]1>>[CH3:1][N:2]([C@@H:10]1[CH2:14][C@H:13]([C:15]2[CH:16]=[CH:17][CH:18]=[CH:19][CH:20]=2)[C@@H:12]([CH2:21][N:22]2[CH2:23][CH2:24][CH:25]([N:28]([C:32]([O:34][CH2:35][C:36]3[CH:37]=[CH:38][C:39]([N+:42]([O-:44])=[O:43])=[CH:40][CH:41]=3)=[O:33])[CH2:29][CH:30]=[CH2:31])[CH2:26][CH2:27]2)[CH2:11]1)[C:51]([CH:45]1[CH2:50][CH2:49][CH2:48][CH2:47][CH2:46]1)=[O:52]. Procedure: Using essentially the same procedure as in Example 16, Step A and B but substituting 1-(R)-(N-(methyl)-N-(t-butoxycarbonyl)amino)-3-(S)-((4-(N-(4-nitrobenzyloxycarbonyl)-N-(allyl)amino)piperidin-1-yl)methyl)-4-(S)-phenylcyclopentane from Example 29, Step H in Step A and cyclohexanoyl chloride in Step B, the title compound was prepared. The reactants are CN(/C(=N/[N+](=O)[O-])/N)N=O (n-methyl-n-nitro-n-nitroso guanidine), [OH-].[K+] (potassium hydroxide), [N+](=[N-])=C (diazomethane), TEA, [N+](=O)([O-])C1=CC=C(C(=O)Cl)C=C1 (p-nitrobenzoyl chloride). Solvent: CCOCC (ether), CCOCC (ether). Reaction conditions: time 1 hour. Product: [N+](=[N-])=CC(=O)C1=CC=C(C=C1)[N+](=O)[O-] (2-Diazo-1-[4-nitrophenyl]-ethanone). Reaction SMILES: [N+:1](=[CH2:3])=[N-:2].CN(N=O)/C(/N)=N/[N+]([O-])=O.[OH-].[K+].[N+:16]([C:19]1[CH:27]=[CH:26][C:22]([C:23](Cl)=[O:24])=[CH:21][CH:20]=1)([O-:18])=[O:17]>CCOCC>[N+:1](=[CH:3][C:23]([C:22]1[CH:21]=[CH:20][C:19]([N+:16]([O-:18])=[O:17])=[CH:27][CH:26]=1)=[O:24])=[N-:2] |f:2.3|. Procedure details: The ethereal diazomethane solution [prepared by adding 12.5 g n-methyl-n-nitro-n-nitroso guanidine to potassium hydroxide (50%, 20 ml) and ether (200 ml) at 0°, stirring for 1 hr, and decanting the ether layer; 65% presumed yield] is treated with TEA (7.7 ml) at 0°, then dropwise with p-nitrobenzoyl chloride (10.21 ml) in ether (25 ml). After stirring for 19 hrs, the reaction is filtered through celite and concentrated to give the title compound. The reactants are COC(=O)c1ccccc1CBr, CCO, CCN(C(C)C)C(C)C, CC(C(=O)OC(C)(C)C)c1ccc(N)c(Br)c1. The product is COC(=O)c1ccccc1CNc1ccc(C(C)C(=O)OC(C)(C)C)cc1Br. As a reaction SMILES: [Br:18][CH2:19][c:20]1[c:21]([C:22](=[O:23])[O:24][CH3:25])[cH:26][cH:27][cH:28][cH:29]1.[CH3:39][CH2:40][OH:41].[CH:30]([N:31]([CH:32]([CH3:33])[CH3:34])[CH2:35][CH3:36])([CH3:37])[CH3:38].[NH2:1][c:2]1[c:3]([Br:17])[cH:4][c:5]([CH:8]([C:9](=[O:10])[O:11][C:12]([CH3:13])([CH3:14])[CH3:15])[CH3:16])[cH:6][cH:7]1>>[NH:1]([c:2]1[c:3]([Br:17])[cH:4][c:5]([CH:8]([C:9](=[O:10])[O:11][C:12]([CH3:13])([CH3:14])[CH3:15])[CH3:16])[cH:6][cH:7]1)[CH2:19][c:20]1[c:21]([C:22](=[O:23])[O:24][CH3:25])[cH:26][cH:27][cH:28][cH:29]1. Starting materials: NC(CCSC)C(=O)OC (methyl DL-methioninate), O (H2O), C(C(O)C(O)C(=O)O)(=O)O ((+)-tartaric acid), COC=1C=CC(=CC1)C=O (anisaldehyde). Solvent: CO (methanol). Run at time 44 hour. The product is N[C@@H](CCSC)C(=O)OC (methyl L-methioninate). The yield is 111.6%. RXN SMILES: [NH2:1][CH:2]([C:7]([O:9][CH3:10])=[O:8])[CH2:3][CH2:4][S:5][CH3:6].C(O)(=O)C(C(C(O)=O)O)O.COC1C=CC(C=O)=CC=1.O>CO>[NH2:1][C@H:2]([C:7]([O:9][CH3:10])=[O:8])[CH2:3][CH2:4][S:5][CH3:6]. Procedure: Similarly to Example 45 but using methyl DL-methioninate (10.033 g., 61.5 mmole) and (+)-tartaric acid (9.506 g., 63.4 mmole, 1.03 equiv.) in dried methanol (50 ml., i.e. 20% ester concentration) and adding anisaldehyde (7.5 ml., 8.43 g., 61.9 mmole, 1 equiv.) and stirring for 44 hours to give methyl L-methioninate (+)-hemitartrate (11.208 g., 58%), [α]D21 + 28.8° (c 3.038, H2O). Starting materials: BrCC(C(CBr)=O)=O (1,4-dibromo-2,3-butanedione), NC1=CC2=CC=CC=C2C=C1N (2,3-diaminonaphthalene). Yields the product BrCC=1C(=NC=2C=C3C(=CC2N1)C=CC=C3)CBr (2,3-bis(bromomethyl)benzo[g]quinoxaline). RXN SMILES: [Br:1][CH2:2][C:3](=O)[C:4](=O)[CH2:5][Br:6].[NH2:9][C:10]1[C:19]([NH2:20])=[CH:18][C:17]2[C:12](=[CH:13][CH:14]=[CH:15][CH:16]=2)[CH:11]=1>>[Br:1][CH2:2][C:3]1[C:4]([CH2:5][Br:6])=[N:9][C:10]2[CH:11]=[C:12]3[CH:13]=[CH:14][CH:15]=[CH:16][C:17]3=[CH:18][C:19]=2[N:20]=1. Procedure details: Following the procedure of Example 1, 1,4-dibromo-2,3-butanedione is condensed with 2,3-diaminonaphthalene to obtain 2,3-bis(bromomethyl)benzo[g]quinoxaline, m.p. 190°-191° C.; 1H NMR (DMSO-d6, 400 MHz): δ5.07 (s, 4H, CH2), 7.68 and 8.26 (double doublets, 4H, H-7 and H-8, H-6 and H-9, resp.), 8.78 (s, 2H, H-5 and H-10).